From a dataset of the Open Reaction Database (ORD), a public repository of structured organic reaction records. describe an organic reaction: reactants, conditions, products, and yield Reactants: CCCCC(N)C(=O)OC, O=C(O)Cc1cc(Cl)cc(Cl)c1, Cl. The product is CCCCC(NC(=O)Cc1cc(Cl)cc(Cl)c1)C(=O)OC. RXN SMILES: [CH3:14][O:15][C:16]([CH:17]([NH2:18])[CH2:19][CH2:20][CH2:21][CH3:22])=[O:23].[Cl:1][c:2]1[cH:3][c:4]([CH2:9][C:10](=[O:11])[OH:12])[cH:5][c:6]([Cl:8])[cH:7]1.[ClH:13]>>[Cl:1][c:2]1[cH:3][c:4]([CH2:9][C:10](=[O:12])[NH:18][CH:17]([C:16]([O:15][CH3:14])=[O:23])[CH2:19][CH2:20][CH2:21][CH3:22])[cH:5][c:6]([Cl:8])[cH:7]1. Starting materials: [N+](=O)([O-])C1=C(C=O)C=CC=C1 (2-nitrobenzaldehyde), C(C)OC(C(CC(=O)OCC)=O)OCC (ethyl 4,4-diethoxyacetoacetate), N1CCCCC1 (piperidine), resultant solution, O (water). Run in C1=CC=CC=C1 (benzene). Yields the product [N+](=O)([O-])C1=C(C=C(C(=O)OCC)C(=O)C(OCC)OCC)C=CC=C1 (ethyl 2-(2-nitrobenzylidene)-4,4-diethoxyacetoacetate). RXN SMILES: [N+:1]([C:4]1[CH:11]=[CH:10][CH:9]=[CH:8][C:5]=1[CH:6]=O)([O-:3])=[O:2].[CH2:12]([O:14][CH:15]([O:24][CH2:25][CH3:26])[C:16](=[O:23])[CH2:17][C:18]([O:20][CH2:21][CH3:22])=[O:19])[CH3:13].N1CCCCC1.O>C1C=CC=CC=1>[N+:1]([C:4]1[CH:11]=[CH:10][CH:9]=[CH:8][C:5]=1[CH:6]=[C:17]([C:16]([CH:15]([O:14][CH2:12][CH3:13])[O:24][CH2:25][CH3:26])=[O:23])[C:18]([O:20][CH2:21][CH3:22])=[O:19])([O-:3])=[O:2]. Procedure: (4)-(1) A solution of 2-nitrobenzaldehyde (9.0672 g), ethyl 4,4-diethoxyacetoacetate (13.0944 g) and piperidine (1ml) in benzene (45 ml) was refluxed under azeotropic dehydration for 3 hours. To the resultant solution was added water, and the solution was extracted with diethyl ether. The extract was washed three times with water, dried and then the solvent was removed under reduced pressure to give ethyl 2-(2-nitrobenzylidene)-4,4-diethoxyacetoacetate. The mixture of the compound obtained above... Reactants: C1CCCC(C1)C1(C(N(C2=C(C=N1)C=CC=C2)C)=O)NC(=O)NC2=CC(=CC=C2)NC2=NN=NN2 (N-[3(R,S)-5-Cyclohexyl-2,3-dihydro-1-methyl-2-oxo-1H-1,4-benzodiazepin-3-yl]-N'-[3-{(tetrazol-5-yl)amino}phenyl]urea), N1N=NN=C1NC=1C=C(N)C=CC1 (3-[(tetrazol-5-yl)amino]aniline). Solvent: C(C)#N (acetonitrile). Product: C1CCCC(C1)[C@@]1(C(N(C2=C(C=N1)C=CC=C2)C)=O)NC(=O)NC2=CC(=CC=C2)NC2=NN=NN2 ((+)-N-[3(R)-5-Cyclohexyl-2,3-dihydro-1-methyl-2-oxo-1H-1,4-benzodiazepin-3-yl]-N'-[3-{(tetrazol-5-yl)amino}phenyl]urea). Reaction SMILES: [CH2:1]1[CH2:6][CH:5]([C:7]2([NH:20][C:21]([NH:23][C:24]3[CH:29]=[CH:28][CH:27]=[C:26]([NH:30][C:31]4[NH:35][N:34]=[N:33][N:32]=4)[CH:25]=3)=[O:22])[N:13]=[CH:12][C:11]3[CH:14]=[CH:15][CH:16]=[CH:17][C:10]=3[N:9]([CH3:18])[C:8]2=[O:19])[CH2:4][CH2:3][CH2:2]1.N1C(NC2C=C(C=CC=2)N)=NN=N1>C(#N)C>[CH2:3]1[CH2:4][CH:5]([C@@:7]2([NH:20][C:21]([NH:23][C:24]3[CH:29]=[CH:28][CH:27]=[C:26]([NH:30][C:31]4[NH:35][N:34]=[N:33][N:32]=4)[CH:25]=3)=[O:22])[N:13]=[CH:12][C:11]3[CH:14]=[CH:15][CH:16]=[CH:17][C:10]=3[N:9]([CH3:18])[C:8]2=[O:19])[CH2:6][CH2:1][CH2:2]1. Procedure: The title compound was prepared from Intermediate 3 and 3-[(tetrazol-5-yl)amino]aniline using a similar method to that described for Example 4, except that anhydrous acetonitrile was used as the reaction solvent; the crude product was purified by flash chromatography (silica gel, dichloromethane-methanol, 93:7 to 80:20) and recrystallized from methanol; mp 190°-193° C.; [α]D25 +8.4° (c=0.50, dimethylformamide); the spectroscopic properties (1H-NMR and MS spectra) of this material were identical ... Reactants: C1(=CC=CC=C1)C1(CCNCC1)C1=CC=CC=C1 (4,4-diphenylpiperidine), O=C1N(CCCC1(C1=CC=CC=C1)C1=CC=CC=C1)CC(=O)O (2-(2-oxo-3,3-diphenylpiperidin-1-yl)acetic acid), Cl.C(C)N=C=NCCCN(C)C (N1-((ethylimino)methylene)-N3,N3-dimethylpropane-1,3-diamine hydrochloride). Reagents/catalysts: CN(C1=CC=NC=C1)C (N,N-dimethylpyridin-4-amine). Solvent: ClCCl (dichloromethane). Run at time 8 hour. Product: C1(=CC=CC=C1)C1(CCN(CC1)C(CN1C(C(CCC1)(C1=CC=CC=C1)C1=CC=CC=C1)=O)=O)C1=CC=CC=C1 (1-[2-(4,4-diphenylpiperidin-1-yl)-2-oxoethyl]-3,3-diphenylpiperidin-2-one). RXN SMILES: [C:1]1([C:7]2([C:13]3[CH:18]=[CH:17][CH:16]=[CH:15][CH:14]=3)[CH2:12][CH2:11][NH:10][CH2:9][CH2:8]2)[CH:6]=[CH:5][CH:4]=[CH:3][CH:2]=1.[O:19]=[C:20]1[C:25]([C:32]2[CH:37]=[CH:36][CH:35]=[CH:34][CH:33]=2)([C:26]2[CH:31]=[CH:30][CH:29]=[CH:28][CH:27]=2)[CH2:24][CH2:23][CH2:22][N:21]1[CH2:38][C:39](O)=[O:40].Cl.C(N=C=NCCCN(C)C)C>ClCCl.CN(C)C1C=CN=CC=1>[C:1]1([C:7]2([C:13]3[CH:18]=[CH:17][CH:16]=[CH:15][CH:14]=3)[CH2:8][CH2:9][N:10]([C:39](=[O:40])[CH2:38][N:21]3[CH2:22][CH2:23][CH2:24][C:25]([C:32]4[CH:37]=[CH:36][CH:35]=[CH:34][CH:33]=4)([C:26]4[CH:31]=[CH:30][CH:29]=[CH:28][CH:27]=4)[C:20]3=[O:19])[CH2:11][CH2:12]2)[CH:2]=[CH:3][CH:4]=[CH:5][CH:6]=1 |f:2.3|. Reported procedure: To a solution of 4,4-diphenylpiperidine (Matrix, 0.24 g, 1.00 mmol) in dichloromethane (20 mL) was added 2-(2-oxo-3,3-diphenylpiperidin-1-yl)acetic acid (Example 68E, 0.308 g, 1.00 mmol), under nitrogen. To the reaction was added N1-((ethylimino)methylene)-N3,N3-dimethylpropane-1,3-diamine hydrochloride (0.38 g, 2.00 mmol) and N,N-dimethylpyridin-4-amine (0.012 g, 0.10 mmol), and the reaction mixture was stirred overnight at room temperature. The reaction was concentrated and the residue was par...